This data is from the Open Reaction Database (ORD), a public repository of structured organic reaction records. The task is: describe an organic reaction: reactants, conditions, products, and yield The reactants are N1[C@H](C(=O)O)CCC1 (L-proline), [OH-].[Na+] (caustic soda), CC1=CC=C(C=C1)S(=O)(=O)Cl (p-methylphenylsulfonyl chloride). The solvent is O (water), CCOCC (ether). Product: CC1=CC=C(C=C1)S(=O)(=O)N1[C@H](C(=O)O)CCC1 (p-methylphenylsulfonyl-L-proline). Isolated yield 74.6%. Reaction SMILES: [NH:1]1[CH2:8][CH2:7][CH2:6][C@H:2]1[C:3]([OH:5])=[O:4].[OH-].[Na+].[CH3:11][C:12]1[CH:17]=[CH:16][C:15]([S:18](Cl)(=[O:20])=[O:19])=[CH:14][CH:13]=1>O.CCOCC>[CH3:11][C:12]1[CH:17]=[CH:16][C:15]([S:18]([N:1]2[CH2:8][CH2:7][CH2:6][C@H:2]2[C:3]([OH:5])=[O:4])(=[O:20])=[O:19])=[CH:14][CH:13]=1 |f:1.2|. Procedure details: In this example, L-proline (11.5 g; 0.10 mole) and caustic soda (8.0 g; 0.2 moles) are dissolved in 100 ml water, and a solution of p-methylphenylsulfonyl chloride (20.9 g) dissolved in ether (80 ml) is added thereto with vigorous stirring under cooling in an ice bath (5°-10° C.). After reaction for about 5 hours, the reaction mixture is left standing, and the upper ether layer is removed. The remaining aqueous layer is admixed with 2N hydrochloric acid to adjust the pH to 3-4. After being left ... Starting materials: FC(C(=O)O)(F)F (Trifluoroacetic acid), C(C)(C)(C)OC(=O)N1C(C(CCC1)OCC1=CC(=CC(=C1)C)C)C1=CC=CC=C1 (1-t-butyloxycarbonyl-3-((3,5-dimethylphenyl)methyloxy)-2-phenylpiperidine). Conditions: temperature 23 celsius, time 1 hour. Product: CC=1C=C(C=C(C1)C)CO[C@H]1[C@@H](NCCC1)C1=CC=CC=C1 (trans-3-((3,5-dimethylphenyl)methyloxy)-2-phenylpiperidine). As a reaction SMILES: FC(F)(F)C(O)=O.C(OC([N:15]1[CH2:20][CH2:19][CH2:18][CH:17]([O:21][CH2:22][C:23]2[CH:28]=[C:27]([CH3:29])[CH:26]=[C:25]([CH3:30])[CH:24]=2)[CH:16]1[C:31]1[CH:36]=[CH:35][CH:34]=[CH:33][CH:32]=1)=O)(C)(C)C>>[CH3:29][C:27]1[CH:28]=[C:23]([CH2:22][O:21][C@@H:17]2[CH2:18][CH2:19][CH2:20][NH:15][C@H:16]2[C:31]2[CH:36]=[CH:35][CH:34]=[CH:33][CH:32]=2)[CH:24]=[C:25]([CH3:30])[CH:26]=1. Procedure: Trifluoroacetic acid (3 ml) was added to 1-t-butyloxycarbonyl-3-((3,5-dimethylphenyl)methyloxy)-2-phenylpiperidine (800 mg Example 2d) under nitrogen and the solution was stirred at 23° C. for 1 h. Excess trifluoroacetic acid was removed in vacuo, and the residue was partitioned between 2M sodium hydroxide and dichloromethane. The layers were separated, and the aqueous phase was extracted twice with dichloromethane. The combined organic phases were dried (K2CO3) and concentrated to leave a clear... Starting materials: N(=[N+]=[N-])C(C)C=1N=C2N(C(C1C=1C=NC=C(C1)F)=O)C(=CS2)C (7-(1-azidoethyl)-6-(5-fluoropyridin-3-yl)-3-methyl-5H-[1,3]thiazolo[3,2-a]pyrimidin-5-one), CP(C)C (trimethylphosphine). The solvent is O1CCCC1 (tetrahydrofuran), O1CCCC1 (tetrahydrofuran). Run at time 1 hour. Yields the product NC(C)C=1N=C2N(C(C1C=1C=NC=C(C1)F)=O)C(=CS2)C (7-(1-aminoethyl)-6-(5-fluoropyridin-3-yl)-3-methyl-5H-[1,3]thiazolo[3,2-a]pyrimidin-5-one). The yield is 98.6%. Reaction SMILES: [N:1]([CH:4]([C:6]1[N:7]=[C:8]2[S:22][CH:21]=[C:20]([CH3:23])[N:9]2[C:10](=[O:19])[C:11]=1[C:12]1[CH:13]=[N:14][CH:15]=[C:16]([F:18])[CH:17]=1)[CH3:5])=[N+]=[N-].CP(C)C>O1CCCC1>[NH2:1][CH:4]([C:6]1[N:7]=[C:8]2[S:22][CH:21]=[C:20]([CH3:23])[N:9]2[C:10](=[O:19])[C:11]=1[C:12]1[CH:13]=[N:14][CH:15]=[C:16]([F:18])[CH:17]=1)[CH3:5]. Procedure: To a solution of 7-(1-azidoethyl)-6-(5-fluoropyridin-3-yl)-3-methyl-5H-[1,3]thiazolo[3,2-a]pyrimidin-5-one (0.020 g, 0.060 mmol) in tetrahydrofuran (3 mL) was added 1.00 M of trimethylphosphine in tetrahydrofuran (0.079 mL, 0.079 mmol), and the mixture was stirred at room temperature for 1 hour. The mixture was concentrated to give the crude product (0.018 g), which was used directly in next step. LCMS calculated for C14H14FN4OS (M+H)+: m/z=305.1. Found: 305.0. The reactants are CC(=O)OCC(=O)C1CCC2C3CCC4CC(=O)CCC4(C)C3C(=O)CC12C, O=C([O-])O, CO, [K+], O. The product is CC12CC(=O)C3C(CCC4CC(=O)CCC43C)C1CCC2C(=O)CO. Reaction SMILES: [C:1](=[O:2])([CH3:3])[O:4][CH2:5][C:6]([CH:7]1[CH2:8][CH2:9][CH:10]2[CH:11]3[CH2:12][CH2:13][CH:14]4[CH2:15][C:16](=[O:27])[CH2:17][CH2:18][C:19]4([CH3:20])[CH:21]3[C:22](=[O:26])[CH2:23][C:24]12[CH3:25])=[O:28].[C:29](=[O:30])([OH:31])[O-:32].[CH3:34][OH:35].[K+:33].[OH2:36]>>[OH:4][CH2:5][C:6]([CH:7]1[CH2:8][CH2:9][CH:10]2[CH:11]3[CH2:12][CH2:13][CH:14]4[CH2:15][C:16](=[O:27])[CH2:17][CH2:18][C:19]4([CH3:20])[CH:21]3[C:22](=[O:26])[CH2:23][C:24]12[CH3:25])=[O:28]. Reactants: FC(C1=NC2=C(N1C1=NC(=NC(=N1)N1CCOCC1)N(CCCN(C)C)C1CN(CCC1)S(=O)(=O)C)C=CC=C2OC)F (N1-[4-[2-(difluoromethyl)-4-methoxy-1H-benzimidazol-1-yl]-6-(4-morpholinyl)-1,3,5-triazin-2-yl]-N3,N3-dimethyl-N1-[1-(methylsulfonyl)-3-piperidinyl]-1,3-propanediamine), Cl (HCl). Solvent: CO (MeOH), CO (MeOH). Yields the product Cl.FC(C1=NC2=C(N1C1=NC(=NC(=N1)N1CCOCC1)N(CCCN(C)C)C1CN(CCC1)S(=O)(=O)C)C=CC=C2OC)F (N1-[4-[2-(Difluoromethyl)-4-methoxy-1H-benzimidazol-1-yl]-6-(4-morpholinyl)-1,3,5-triazin-2-yl]-N3,N3-dimethyl-N1-[1-(methylsulfonyl)-3-piperidinyl]-1,3-propanediamine hydrochloride). As a reaction SMILES: [F:1][CH:2]([F:43])[C:3]1[N:7]([C:8]2[N:13]=[C:12]([N:14]3[CH2:19][CH2:18][O:17][CH2:16][CH2:15]3)[N:11]=[C:10]([N:20]([CH:27]3[CH2:32][CH2:31][CH2:30][N:29]([S:33]([CH3:36])(=[O:35])=[O:34])[CH2:28]3)[CH2:21][CH2:22][CH2:23][N:24]([CH3:26])[CH3:25])[N:9]=2)[C:6]2[CH:37]=[CH:38][CH:39]=[C:40]([O:41][CH3:42])[C:5]=2[N:4]=1.[ClH:44]>CO>[ClH:44].[F:43][CH:2]([F:1])[C:3]1[N:7]([C:8]2[N:13]=[C:12]([N:14]3[CH2:15][CH2:16][O:17][CH2:18][CH2:19]3)[N:11]=[C:10]([N:20]([CH:27]3[CH2:32][CH2:31][CH2:30][N:29]([S:33]([CH3:36])(=[O:35])=[O:34])[CH2:28]3)[CH2:21][CH2:22][CH2:23][N:24]([CH3:25])[CH3:26])[N:9]=2)[C:6]2[CH:37]=[CH:38][CH:39]=[C:40]([O:41][CH3:42])[C:5]=2[N:4]=1 |f:3.4|. Reported procedure: To a suspension of N1-[4-[2-(difluoromethyl)-4-methoxy-1H-benzimidazol-1-yl]-6-(4-morpholinyl)-1,3,5-triazin-2-yl]-N3,N3-dimethyl-N1-[1-(methylsulfonyl)-3-piperidinyl]-1,3-propanediamine from the previous step in MeOH (20 mL) was added a slight excess of 1.25 M HCl in MeOH (0.18 mL) to give a clear solution. The solvent was removed under vacuum and the residue was washed with EtOAc to give N1-[4-[2-(Difluoromethyl)-4-methoxy-1H-benzimidazol-1-yl]-6-(4-morpholinyl)-1,3,5-triazin-2-yl]-N3,N3-dimet...